Dataset: the Open Reaction Database (ORD), a public repository of structured organic reaction records. Task: describe an organic reaction: reactants, conditions, products, and yield As a reaction SMILES: [C:18]([OH:19])(=[O:20])[CH3:21].[C:22]([BH3-:23])#[N:24].[CH2:12]1[CH2:13][O:14][CH2:15][CH2:16][NH:17]1.[CH3:27][CH2:28][OH:29].[Na+:25].[O:1]1[CH2:2][CH2:3][O:4][C:5]12[CH2:6][CH2:7][C:8](=[O:11])[CH2:9][CH2:10]2.[OH2:26]>>[O:1]1[CH2:2][CH2:3][O:4][C:5]12[CH2:6][CH2:7][CH:8]([N:17]1[CH2:12][CH2:13][O:14][CH2:15][CH2:16]1)[CH2:9][CH2:10]2. Reactants: CC(=O)O, [BH3-]C#N, C1COCCN1, CCO, [Na+], O=C1CCC2(CC1)OCCO2, O. The product is C1CN(C2CCC3(CC2)OCCO3)CCO1. The reactants are C1=NN=CC2=CC=CC=C12 (phthalazine), gelatin solution, [N+](=O)([O-])[O-].[Ag+] (AgNO3). The solvent is O (water). The product is [Ag].C1=NN=CC2=CC=CC=C12 (silver phthalazine). As a reaction SMILES: [CH:1]1[C:10]2[C:5](=[CH:6][CH:7]=[CH:8][CH:9]=2)[CH:4]=[N:3][N:2]=1.[N+]([O-])([O-])=O.[Ag+:15]>O>[Ag:15].[CH:1]1[C:10]2[C:5](=[CH:6][CH:7]=[CH:8][CH:9]=2)[CH:4]=[N:3][N:2]=1 |f:1.2,4.5|. Procedure: A silver-phthalazine dispersion (1:1 molar ratio) was prepared by first dissolving 1.96 g phthalazine and 0.78 g of 35% gelatin solution (cattle bone, alkali treated, deionized gelatin) in 37.2 g demineralized water. This solution was stirred vigorously at room temperature while adding 4.70 g of 5.72 M AgNO3 solution. The reactants are BrC1=CC=CC(=N1)C=O (6-bromopyridine-2-carbaldehyde), C(C)(C)C1=C(N)C(=CC=C1)C(C)C (2,6-diisopropylaniline), BrC1=CC=CC(=N1)\C=N\C1=C(C=CC=C1C(C)C)C(C)C (N-[(1E)-(6-bromopyridin-2-yl)methylene]-2,6-diisopropylaniline), [BH3-]C#N.[Na+] (NaBH3CN). The solvent is O (water), C(C)O (ethanol), CO (methanol), C(C)(=O)O (acetic acid). Yields the product BrC1=CC=CC(=N1)CNC1=C(C=CC=C1C(C)C)C(C)C (N-[(6-bromopyridin-2-yl)methyl]-2,6-diisopropylaniline). Reaction SMILES: BrC1N=C(C=O)C=CC=1.C(C1C=CC=C(C(C)C)C=1N)(C)C.[Br:23][C:24]1[N:29]=[C:28](/[CH:30]=[N:31]/[C:32]2[C:37]([CH:38]([CH3:40])[CH3:39])=[CH:36][CH:35]=[CH:34][C:33]=2[CH:41]([CH3:43])[CH3:42])[CH:27]=[CH:26][CH:25]=1.[BH3-]C#N.[Na+]>C(O)C.O.CO.C(O)(=O)C>[Br:23][C:24]1[N:29]=[C:28]([CH2:30][NH:31][C:32]2[C:37]([CH:38]([CH3:39])[CH3:40])=[CH:36][CH:35]=[CH:34][C:33]=2[CH:41]([CH3:43])[CH3:42])[CH:27]=[CH:26][CH:25]=1 |f:3.4|. Procedure details: A solution of 85.0 g (457 mmol) of 6-bromopyridine-2-carbaldehyde and 80.9 g (457 mmol) of 2,6-diisopropylaniline in 1000 ml of ethanol was refluxed for 8 h. The obtained solution was evaporated to dryness, and the residue was re-crystallized from 200 ml of methanol. In argon atmosphere, to thus obtained 113.5 g (329 mmol) of N-[(1E)-(6-bromopyridin-2-yl)methylene]-2,6-diisopropylaniline were added 33.16 g (526 mmol) of NaBH3CN, 9 ml of acetic acid and 1000 ml of methanol. This mixture was reflu... The yield is 94.1%. The product is ClC1=NC(=C(C=C1Cl)Cl)Cl (2,3,5,6-tetrachloropyridine). The reagents and catalysts are [Zn] (zinc). As a reaction SMILES: [Cl:1][C:2]1[N:7]=[C:6]([Cl:8])[C:5]([Cl:9])=[C:4](Cl)[C:3]=1[Cl:11].[Cl-].[NH4+].C(OP(CC)(=O)OCC)C>[Zn]>[Cl:8][C:6]1[C:5]([Cl:9])=[CH:4][C:3]([Cl:11])=[C:2]([Cl:1])[N:7]=1 |f:1.2|. Procedure details: Using the method described in Example 1, 12.76 g (0.05 mol) of pentachloropyridine is reacted with 4.1 g (0.063 gram atom) of zinc dust and 7.22 g (0.135 mol) of ammonium chloride, the solvent being in this case diethylethanephosphonate instead of dimethylmethanephosphonate. There is obtained 10.2 g (93% of theory) of crude 2,3,5,6-tetrachloropyridine, m.p. 86° to 88° C., which contains, according to gas-chromatographical analysis, 92.7% of 2,3,5,6-tetrachloropyridine, 1.2% of 2,3,5-trichloropyr... The reactants are ClC1=C(C(=C(C(=N1)Cl)Cl)Cl)Cl (pentachloropyridine), [Cl-].[NH4+] (ammonium chloride), C(C)OP(OCC)(=O)CC (diethylethanephosphonate). The reactants are [N-]1C=NC=C1.[K+] (potassium imidazolide), C(C)OCCBr (2-bromoethyl ethyl ether). Run in C1CCOC1 (THF). Product: C(C)OCCN1C=NC=C1 (1-(2-ethoxyethyl)imidazole). Reaction SMILES: [N-:1]1[CH:5]=[CH:4][N:3]=[CH:2]1.[K+].[CH2:7]([O:9][CH2:10][CH2:11]Br)[CH3:8]>C1COCC1>[CH2:7]([O:9][CH2:10][CH2:11][N:1]1[CH:5]=[CH:4][N:3]=[CH:2]1)[CH3:8] |f:0.1|. Reported procedure: A Schlenk tube is charged with 5.5 g (52 mmol) of potassium imidazolide in 50 ml of THF. While stirring, 7.7 g (50 mmol) of 2-bromoethyl ethyl ether are added and the suspension is stirred for 4 hours, then warmed gently. After cooling, the reaction mixture is filtered and the solvent is removed. Distillation in a high vacuum gives 7a as a colorless liquid. The purity was checked by GC-MS. Only one fraction was observed here. Reactants: BrC=1C(NC(N(N1)C)=O)=O (6-bromo-2-methyl-2H-[1,2,4]triazine-3,5-dione), BrC=1C=CC(=C(OC2CCNCC2)C1)Cl (4-(5-bromo-2-chlorophenoxy)piperidine). Product: BrC=1C=CC(=C(OC2CCN(CC2)C=2C(NC(N(N2)C)=O)=O)C1)Cl (6-(4-(5-bromo-2-chlorophenoxy)piperidin-1-yl)-2-methyl-1,2,4-triazine-3,5(2H, 4H)-dione), ClC1=C(OC2CCNCC2)C=CC=C1 (4-(2-chloro-phenoxy)-piperidine). RXN SMILES: Br[C:2]1[C:3](=[O:10])[NH:4][C:5](=[O:9])[N:6]([CH3:8])[N:7]=1.[Br:11][C:12]1[CH:13]=[CH:14][C:15]([Cl:25])=[C:16]([CH:24]=1)[O:17][CH:18]1[CH2:23][CH2:22][NH:21][CH2:20][CH2:19]1>>[Br:11][C:12]1[CH:13]=[CH:14][C:15]([Cl:25])=[C:16]([CH:24]=1)[O:17][CH:18]1[CH2:19][CH2:20][N:21]([C:2]2[C:3](=[O:10])[NH:4][C:5](=[O:9])[N:6]([CH3:8])[N:7]=2)[CH2:22][CH2:23]1.[Cl:25][C:15]1[CH:14]=[CH:13][CH:12]=[CH:24][C:16]=1[O:17][CH:18]1[CH2:23][CH2:22][NH:21][CH2:20][CH2:19]1. Procedure details: The compound 92 (yellow powder) is prepared from the triazine 2e and from 4-(5-bromo-2-chlorophenoxy)piperidine (obtained as under the preparative conditions of intermediate 8a) according to the synthesis method 1 in toluene. Reactants: aqueous solution, S(O)(O)(=O)=O (sulfuric acid), C(C)(=O)O (acetic acid), C=O (paraformaldehyde), BrC1=C(C=CC(=C1)Cl)O (2-bromo-4-chlorophenol), [OH-].[Na+] (sodium hydroxide). Conditions: temperature 15 celsius, time 148 hour. Product: BrC1=CC(=CC2=C1OCOC2)Cl (8-bromo-6-chloro-4H-1,3-benzodioxin). Yield: 65.5%. Reaction SMILES: S(=O)(=O)(O)O.[CH2:6]=O.[Br:8][C:9]1[CH:14]=[C:13]([Cl:15])[CH:12]=[CH:11][C:10]=1[OH:16].[OH-].[Na+].[C:19]([OH:22])(=O)C>>[Br:8][C:9]1[C:10]2[O:16][CH2:6][O:22][CH2:19][C:11]=2[CH:12]=[C:13]([Cl:15])[CH:14]=1 |f:3.4|. Reported procedure: Into a mixture of 229 ml of concentrated sulfuric acid and 620 ml of acetic acid, cooled to 15° C. there is added all at once 311 g of paraformaldehyde (previously washed with 200 ml of acetic acid), followed by 462.6 g (2.23 moles) of 2-bromo-4-chlorophenol. The reaction mixture is stirred for 148 hours at 15° C. It is then neutralized with 3.1 liters of a 7.8N aqueous solution of sodium hydroxide. The precipitate formed is filtered off, dried and then dissolved in toluene. The solution is drie... Reactants: ClC1=C(C2=C(CC(O2)C(=O)O)C=C1C(C1=CC=CS1)=O)Cl (6,7-Dichloro-2,3-dihydro-5-(2-thenoyl)-2-benzofuran carboxylic acid), S(=O)(Cl)Cl (thionyl chloride), S(=O)(Cl)Cl (thionyl chloride). Solvent: C1=CC=CC=C1 (benzene), C1=CC=CC=C1 (benzene). Yields the product ClC1=C(C2=C(CC(O2)C(=O)Cl)C=C1C(C1=CC=CS1)=O)Cl (6,7-dichloro-2,3-dihydro-5-(2-thenoyl)-2-benzofuran carboxylic acid chloride). RXN SMILES: [Cl:1][C:2]1[C:13]([C:14](=[O:20])[C:15]2[S:19][CH:18]=[CH:17][CH:16]=2)=[CH:12][C:5]2[CH2:6][CH:7]([C:9](O)=[O:10])[O:8][C:4]=2[C:3]=1[Cl:21].S(Cl)([Cl:24])=O>C1C=CC=CC=1>[Cl:1][C:2]1[C:13]([C:14](=[O:20])[C:15]2[S:19][CH:18]=[CH:17][CH:16]=2)=[CH:12][C:5]2[CH2:6][CH:7]([C:9]([Cl:24])=[O:10])[O:8][C:4]=2[C:3]=1[Cl:21]. Reported procedure: 6,7-Dichloro-2,3-dihydro-5-(2-thenoyl)-2-benzofuran carboxylic acid (3.4 g.; 0.01M.) is combined with 2 ml. thionyl chloride and 50 ml. benzene. After 2 hours at reflux the excess thionyl chloride and benzene are removed by distillation at 20 mmHg to give 6,7-dichloro-2,3-dihydro-5-(2-thenoyl)-2-benzofuran carboxylic acid chloride as a yellow oil. Reactants: O=C([O-])O, Cc1ccccc1, CCOC(C)=O, O=C(OC(=O)C(F)(F)F)C(F)(F)F, [Na+], O=C(O)CCCCc1cccs1. The product is O=C1CCCCc2sccc21. As a reaction SMILES: [C:33](=[O:34])([O-:35])[OH:36].[CH3:13][c:14]1[cH:15][cH:16][cH:17][cH:18][cH:19]1.[CH3:38][CH2:39][O:40][C:41]([CH3:42])=[O:43].[F:20][C:21]([F:22])([F:23])[C:24]([O:25][C:26](=[O:27])[C:28]([F:29])([F:30])[F:31])=[O:32].[Na+:37].[s:1]1[c:2]([CH2:6][CH2:7][CH2:8][CH2:9][C:10](=[O:11])[OH:12])[cH:3][cH:4][cH:5]1>>[s:1]1[c:2]2[c:3]([cH:4][cH:5]1)[C:10](=[O:12])[CH2:9][CH2:8][CH2:7][CH2:6]2. Reactants: O(C1=CC=CC=C1)CCCS(=O)(=O)[O-] (2-phenoxyethyl-methane sulfonate), OC1=CC=C(C=O)C=C1 (4-hydroxybenzaldehyde), [H-].[Na+] (NaH), resultant solution, ice water. Run in CN(C)C=O (DMF). Reaction conditions: time 1 hour. Product: O(C1=CC=CC=C1)CCOC1=CC=C(C=O)C=C1 (4-(2-phenoxyethyloxy)benzaldehyde). The yield is 64.4%. Reaction SMILES: [OH:1][C:2]1[CH:9]=[CH:8][C:5]([CH:6]=[O:7])=[CH:4][CH:3]=1.[H-].[Na+].[O:12]([CH2:19][CH2:20]CS([O-])(=O)=O)[C:13]1[CH:18]=[CH:17][CH:16]=[CH:15][CH:14]=1>CN(C=O)C>[O:12]([CH2:19][CH2:20][O:1][C:2]1[CH:9]=[CH:8][C:5]([CH:6]=[O:7])=[CH:4][CH:3]=1)[C:13]1[CH:18]=[CH:17][CH:16]=[CH:15][CH:14]=1 |f:1.2|. Procedure: 1.19 g of 4-hydroxybenzaldehyde were dissolved in 30 ml of DMF, and 0.41 g of 60% NaH were further added to the resultant solution while cooling it with ice. The solution was then stirred for 1 hour after elevating the temperature of the solution up to room temperature. The solution was again cooled with ice, then added with 2.0 g of 2-phenoxyethyl-methane sulfonate, and stirred for 1 hour at room temperature and subsequently for a night at 50-60° C. The solution reacted was poured into ice-wate...